This data is from the Open Reaction Database (ORD), a public repository of structured organic reaction records. The task is: describe an organic reaction: reactants, conditions, products, and yield Starting materials: CC(C)(C)[Si](C)(C)Cl, ClCCl, OCC1COCCN1, c1c[nH]cn1. The product is CC(C)(C)[Si](C)(C)OCC1COCCN1. As a reaction SMILES: [C:9]([CH3:10])([CH3:11])([CH3:12])[Si:13]([Cl:14])([CH3:15])[CH3:16].[Cl:22][CH2:23][Cl:24].[O:1]1[CH2:2][CH:3]([CH2:7][OH:8])[NH:4][CH2:5][CH2:6]1.[nH:17]1[cH:18][cH:19][n:20][cH:21]1>>[O:1]1[CH2:2][CH:3]([CH2:7][O:8][Si:13]([C:9]([CH3:10])([CH3:11])[CH3:12])([CH3:15])[CH3:16])[NH:4][CH2:5][CH2:6]1. The reactants are IC1=CN(C2=CC=C(C=C12)C1=NOC(=N1)C(Cl)(Cl)Cl)S(=O)(=O)C1=CC=C(C)C=C1 (3-(3-iodo-1-tosyl-1H-indol-5-yl)-5-(trichloromethyl)-1,2,4-oxadiazole), C(C)(C)N (isopropyl amine), O (water). Procedure: To a solution of 3-(3-iodo-1-tosyl-1H-indol-5-yl)-5-(trichloromethyl)-1,2,4-oxadiazole (600 mg, 1.03 mmol) in DMSO (6 mL) was added isopropyl amine (1.2 mL). The reaction was heated to 90° C. in a sealed tube for 12 h then cooled to RT. The mixture was treated with water and extracted with EtOAc (2×20 mL). The organic layer was dried over anhydrous Na2SO4, and concentrated in vacuo. The residue was purified with basic alumina column chromatography (eluent: 35% EtOAc in petroleum ether) to give 3... Solvent: CS(=O)C (DMSO). Conditions: temperature 90 celsius. RXN SMILES: [I:1][C:2]1[C:10]2[C:5](=[CH:6][CH:7]=[C:8]([C:11]3[N:15]=[C:14](C(Cl)(Cl)Cl)[O:13][N:12]=3)[CH:9]=2)[N:4]([S:20]([C:23]2[CH:29]=[CH:28][C:26]([CH3:27])=[CH:25][CH:24]=2)(=[O:22])=[O:21])[CH:3]=1.[CH:30]([NH2:33])([CH3:32])[CH3:31].O>CS(C)=O>[I:1][C:2]1[C:10]2[C:5](=[CH:6][CH:7]=[C:8]([C:11]3[N:15]=[C:14]([NH:33][CH:30]([CH3:32])[CH3:31])[O:13][N:12]=3)[CH:9]=2)[N:4]([S:20]([C:23]2[CH:24]=[CH:25][C:26]([CH3:27])=[CH:28][CH:29]=2)(=[O:22])=[O:21])[CH:3]=1. The yield is 83.3%. The product is IC1=CN(C2=CC=C(C=C12)C1=NOC(=N1)NC(C)C)S(=O)(=O)C1=CC=C(C)C=C1 (3-(3-iodo-1-tosyl-1H-indol-5-yl)-N-isopropyl-1,2,4-oxadiazol-5-amine). The reactants are Cc1ccc(C)cc1, O=S(=O)(O)C(F)(F)F, O=C(O)c1ccccc1. The product is Cc1ccc(C)c(C(=O)c2ccccc2)c1. Reaction SMILES: [CH3:18][c:19]1[cH:20][cH:21][c:22]([CH3:23])[cH:24][cH:25]1.[OH:10][S:11]([C:12]([F:13])([F:14])[F:15])(=[O:16])=[O:17].[OH:1][C:2](=[O:3])[c:4]1[cH:5][cH:6][cH:7][cH:8][cH:9]1>>[O:1]=[C:2]([c:4]1[cH:5][cH:6][cH:7][cH:8][cH:9]1)[c:20]1[c:19]([CH3:18])[cH:25][cH:24][c:22]([CH3:23])[cH:21]1. Reactants: C/C=C/C(=O)C1C(=CCCC1(C)C)C (α-damascone), CN(C)CCO (N,N-dimethylaminoethanol), CN(C(N(C)C)=N)C (tetramethylguanidine). The product is CN(CCOC(CC(=O)C1C(=CCCC1(C)C)C)C)C (3-[2-(dimethylamino)ethoxy]-1-(2,6,6-trimethyl-2-cyclohexen-1-yl)-1-butanone). The yield is 32.0%. RXN SMILES: [CH3:1]/[CH:2]=[CH:3]/[C:4]([CH:6]1[C:11]([CH3:13])([CH3:12])[CH2:10][CH2:9][CH:8]=[C:7]1[CH3:14])=[O:5].[CH3:15][N:16]([CH2:18][CH2:19][OH:20])[CH3:17].CN(C)C(=N)N(C)C>>[CH3:15][N:16]([CH3:17])[CH2:18][CH2:19][O:20][CH:2]([CH3:1])[CH2:3][C:4]([CH:6]1[C:11]([CH3:13])([CH3:12])[CH2:10][CH2:9][CH:8]=[C:7]1[CH3:14])=[O:5]. Reported procedure: A solution of α-damascone (6.44 g; 33.5 mmol), N,N-dimethylaminoethanol (30.25 ml; 301 mmol) and tetramethylguanidine (TMG) (0.77 g; 6.70 mmol) was heated at 70° C. for 15 h. Afterward, the excess of N,N-dimethylaminoethanol was distilled at ca. 60° C./10 to 2 mbar. The crude product was diluted in diethyl ether (Et2O) and this mixture was extracted with 5% aqueous HCl and washed with water and saturated aqueous NaCl. The combined aqueous phases were basified using aqueous NaOH and extracted twi... The reactants are Cc1ccc(S(=O)(=O)O)cc1, CC(C)=O, CC1CC2(CCC1N1CCC(Cc3ccc(Cl)cc3Cl)C1=O)OCCO2. The product is CC1CC(=O)CCC1N1CCC(Cc2ccc(Cl)cc2Cl)C1=O. As a reaction SMILES: [CH3:27][c:28]1[cH:29][cH:30][c:31]([S:32]([OH:33])(=[O:34])=[O:35])[cH:36][cH:37]1.[CH3:38][C:39](=[O:40])[CH3:41].[Cl:1][c:2]1[c:3]([CH2:4][CH:5]2[C:6](=[O:21])[N:7]([CH:10]3[CH:11]([CH3:20])[CH2:12][C:13]4([O:14][CH2:17][CH2:16][O:15]4)[CH2:18][CH2:19]3)[CH2:8][CH2:9]2)[cH:22][cH:23][c:24]([Cl:26])[cH:25]1>>[Cl:1][c:2]1[c:3]([CH2:4][CH:5]2[C:6](=[O:21])[N:7]([CH:10]3[CH:11]([CH3:20])[CH2:12][C:13](=[O:14])[CH2:18][CH2:19]3)[CH2:8][CH2:9]2)[cH:22][cH:23][c:24]([Cl:26])[cH:25]1. Reactants: FC(C=1C=C(C=C(C1)C(F)(F)F)[C@@H](C)O[C@@H]1[C@H]([C@H]2[C@@H](CNC2)CO1)C1=C(C=C(C(=C1)I)F)C)(F)F ((3aS,6R,7R,7aR)-6-{(1R)-1-[3,5-bis(trifluoromethyl)phenyl]ethoxy}-7-(4-fluoro-5-iodo-2-methylphenyl)octahydropyrano[3,4-c]pyrrole), C1(CC(CC1)=O)=O (cyclopentane-1,3-dione). Yields the product FC(C=1C=C(C=C(C1)C(F)(F)F)[C@@H](C)OC1[C@H]([C@H]2[C@@H](CN(C2)C2=CC(CC2)=O)CO1)C1=C(C=C(C(=C1)I)F)C)(F)F (3-[(3aS,7R,7aR)-6-{(1R)-1-[3,5-bis(Trifluoromethyl)phenyl]ethoxy}-7-(4-fluoro-5-iodo-2-methylphenyl)hexahydropyrano[3,4-c]pyrrol-2(3H)-yl]cyclopent-2-en-1-one). As a reaction SMILES: [F:1][C:2]([F:35])([F:34])[C:3]1[CH:4]=[C:5]([C@H:13]([O:15][C@H:16]2[O:24][CH2:23][C@@H:19]3[CH2:20][NH:21][CH2:22][C@H:18]3[C@@H:17]2[C:25]2[CH:30]=[C:29]([I:31])[C:28]([F:32])=[CH:27][C:26]=2[CH3:33])[CH3:14])[CH:6]=[C:7]([C:9]([F:12])([F:11])[F:10])[CH:8]=1.[C:36]1(=O)[CH2:40][CH2:39][C:38](=[O:41])[CH2:37]1>>[F:35][C:2]([F:1])([F:34])[C:3]1[CH:4]=[C:5]([C@H:13]([O:15][CH:16]2[O:24][CH2:23][C@@H:19]3[CH2:20][N:21]([C:36]4[CH2:40][CH2:39][C:38](=[O:41])[CH:37]=4)[CH2:22][C@H:18]3[C@@H:17]2[C:25]2[CH:30]=[C:29]([I:31])[C:28]([F:32])=[CH:27][C:26]=2[CH3:33])[CH3:14])[CH:6]=[C:7]([C:9]([F:10])([F:11])[F:12])[CH:8]=1. Reported procedure: The title compound was prepared from (3aS,6R,7R,7aR)-6-{(1R)-1-[3,5-bis(trifluoromethyl)phenyl]ethoxy}-7-(4-fluoro-5-iodo-2-methylphenyl)octahydropyrano[3,4-c]pyrrole and cyclopentane-1,3-dione according to the procedures used for example 3. MS: (MH)+698.